Dataset: the Open Reaction Database (ORD), a public repository of structured organic reaction records. Task: describe an organic reaction: reactants, conditions, products, and yield The reactants are O (water), ice, [OH-].[NH4+] (ammonium hydroxide), CN(C)N=NC1=C(SC(=C1)C1=CC=CC=C1)C(=O)OC (methyl 3-[(dimethylamino)diazenyl]-5-phenylthiophene-2-carboxylate). Solvent: C1CCOC1 (THF). Run at time 36 hour. Yields the product CN(C)N=NC1=C(SC(=C1)C1=CC=CC=C1)C(=O)N (3-[(Dimethylamino)diazenyl]-5-phenylthiophene-2-carboxamide). Yield: 8.0%. As a reaction SMILES: [OH-].[NH4+:2].[CH3:3][N:4]([N:6]=[N:7][C:8]1[CH:12]=[C:11]([C:13]2[CH:18]=[CH:17][CH:16]=[CH:15][CH:14]=2)[S:10][C:9]=1[C:19]([O:21]C)=O)[CH3:5].O>C1COCC1>[CH3:3][N:4]([N:6]=[N:7][C:8]1[CH:12]=[C:11]([C:13]2[CH:18]=[CH:17][CH:16]=[CH:15][CH:14]=2)[S:10][C:9]=1[C:19]([NH2:2])=[O:21])[CH3:5] |f:0.1|. Procedure details: To an ice cold (0-5° C.) solution of ammonium hydroxide (80 mL) was added a solution of methyl 3-[(dimethylamino)diazenyl]-5-phenylthiophene-2-carboxylate (2.2 g) in THF (15 mL) for 5 min followed by catalytic amount of PEG-400 and the mixture was stirred at rt for 36 h. The solution was poured into ice cooled water and extracted with chloroform. The combined organic layer was washed with water, brine and dried over sodium sulfate. The solution was filtered and evaporated the solvent. The residu... The reactants are NC(=O)C1(c2ccc(Br)cc2)CCC1, CC#N, O=C(O[IH2](OC(=O)C(F)(F)F)c1ccccc1)C(F)(F)F, [Na+], O=C([O-])O, O. Product: NC1(c2ccc(Br)cc2)CCC1. As a reaction SMILES: [Br:1][c:2]1[cH:3][cH:4][c:5]([C:8]2([C:12]([NH2:13])=[O:14])[CH2:9][CH2:10][CH2:11]2)[cH:6][cH:7]1.[CH3:42][C:43]#[N:44].[F:16][C:17]([F:18])([F:19])[C:20]([O:21][IH2:22]([c:23]1[cH:24][cH:25][cH:26][cH:27][cH:28]1)[O:29][C:30](=[O:31])[C:32]([F:33])([F:34])[F:35])=[O:36].[Na+:41].[O-:37][C:38]([OH:39])=[O:40].[OH2:15]>>[Br:1][c:2]1[cH:3][cH:4][c:5]([C:8]2([NH2:44])[CH2:9][CH2:10][CH2:11]2)[cH:6][cH:7]1.